From a dataset of the Open Reaction Database (ORD), a public repository of structured organic reaction records. describe an organic reaction: reactants, conditions, products, and yield Reaction SMILES: [Br:1][c:2]1[cH:3][cH:4][c:5]([O:33][C:34]([CH3:35])([CH3:36])[C:37](=[O:38])[O:39][CH2:40][CH3:41])[c:6]([CH:8]2[CH2:9][C:10](=[O:32])[NH:11][CH:12]([c:24]3[c:25]([CH3:31])[cH:26][cH:27][c:28]([F:30])[cH:29]3)[C:13]23[C:14](=[O:23])[NH:15][c:16]2[cH:17][c:18]([Cl:22])[cH:19][cH:20][c:21]23)[cH:7]1.[CH3:44][OH:45].[Na+:43].[OH-:42].[OH2:46]>>[Br:1][c:2]1[cH:3][cH:4][c:5]([O:33][C:34]([CH3:35])([CH3:36])[C:37](=[O:38])[OH:39])[c:6]([CH:8]2[CH2:9][C:10](=[O:32])[NH:11][CH:12]([c:24]3[c:25]([CH3:31])[cH:26][cH:27][c:28]([F:30])[cH:29]3)[C:13]23[C:14](=[O:23])[NH:15][c:16]2[cH:17][c:18]([Cl:22])[cH:19][cH:20][c:21]23)[cH:7]1. Reactants: CCOC(=O)C(C)(C)Oc1ccc(Br)cc1C1CC(=O)NC(c2cc(F)ccc2C)C12C(=O)Nc1cc(Cl)ccc12, CO, [Na+], [OH-], O. Yields the product Cc1ccc(F)cc1C1NC(=O)CC(c2cc(Br)ccc2OC(C)(C)C(=O)O)C12C(=O)Nc1cc(Cl)ccc12. Starting materials: C(C1=CC=CC=C1)OC1=CC=C(C=C1)CCC=O (3-(4-(benzyloxy)phenyl)propanal), [C-]#N.[K+] (KCN). The solvent is C1CCOC1 (THF), O (H2O). Conditions: temperature 25 celsius, time 50 hour. The product is C(C1=CC=CC=C1)OC1=CC=C(C=C1)CCC(C#N)O (4-(4-(Benzyloxy)phenyl)-2-hydroxybutanenitrile). RXN SMILES: [CH2:1]([O:8][C:9]1[CH:14]=[CH:13][C:12]([CH2:15][CH2:16][CH:17]=[O:18])=[CH:11][CH:10]=1)[C:2]1[CH:7]=[CH:6][CH:5]=[CH:4][CH:3]=1.[C-:19]#[N:20].[K+]>C1COCC1.O>[CH2:1]([O:8][C:9]1[CH:10]=[CH:11][C:12]([CH2:15][CH2:16][CH:17]([OH:18])[C:19]#[N:20])=[CH:13][CH:14]=1)[C:2]1[CH:3]=[CH:4][CH:5]=[CH:6][CH:7]=1 |f:1.2|. Procedure details: A solution of 3-(4-(benzyloxy)phenyl)propanal (S49, 700 mg, 3.07 mmol, 1 equiv) in THF (13 mL) and H2O (18 mL) was treated with KCN (2.30 g, 35.3 mmol, 11.5 equiv). After stirring for 50 h at 25° C., the reaction was quenched with H2O and extracted with ether. The organic layer was washed with saturated aqueous NaCl, dried over Na2SO4, filtered and concentrated to afford S50 (755 mg, 2.96 mmol, 96%) as a white solid: 1H NMR (CDCl3, 400 MHz) 7.47-7.33 (m, 5H), 7.14 (d, 2H, J=8.8 Hz), 6.95 (d, 2H,... Starting materials: C(#N)C1=CC=C(OC2=C(C(=O)O)C=CC(=N2)OC2=CC=C(C=C2)C#N)C=C1 (2,6-bis(4-cyano phenoxy)-nicotinic acid), C(C)(C)(C)OC(=O)N1CCC(CC1)N (4-amino-piperidine-1-carboxylic acid tert-butyl ester). Yields the product C(C)(C)(C)OC(=O)N1CCC(CC1)NC(=O)C=1C(=NC(=CC1)OC1=CC=C(C=C1)C#N)OC1=CC=C(C=C1)C#N (4-{[2,6-Bis-(4-cyano-phenoxy)pyridine-3-carbonyl]amino}piperidine-1-carboxylic Acid Tert-butyl Ester). Isolated yield 75.0%. Reaction SMILES: [C:1]([C:3]1[CH:27]=[CH:26][C:6]([O:7][C:8]2[N:16]=[C:15]([O:17][C:18]3[CH:23]=[CH:22][C:21]([C:24]#[N:25])=[CH:20][CH:19]=3)[CH:14]=[CH:13][C:9]=2[C:10](O)=[O:11])=[CH:5][CH:4]=1)#[N:2].[C:28]([O:32][C:33]([N:35]1[CH2:40][CH2:39][CH:38]([NH2:41])[CH2:37][CH2:36]1)=[O:34])([CH3:31])([CH3:30])[CH3:29]>>[C:28]([O:32][C:33]([N:35]1[CH2:40][CH2:39][CH:38]([NH:41][C:10]([C:9]2[C:8]([O:7][C:6]3[CH:5]=[CH:4][C:3]([C:1]#[N:2])=[CH:27][CH:26]=3)=[N:16][C:15]([O:17][C:18]3[CH:19]=[CH:20][C:21]([C:24]#[N:25])=[CH:22][CH:23]=3)=[CH:14][CH:13]=2)=[O:11])[CH2:37][CH2:36]1)=[O:34])([CH3:31])([CH3:29])[CH3:30]. Procedure details: Following the procedure of Example 5(c) 2,6-bis(4-cyano phenoxy)-nicotinic acid 1.5 g (4.20 mmol) and 4-amino-piperidine-1-carboxylic acid tert-butyl ester (0.84 g, 4.20 mmol) were used to afford 1.7 g of the required product. Percentage purity (LCMS): 74.6%, (M+1)=539.2 (with BOC). Reactants: OCC=1NC2=C(N1)C=CC(=C2)OC2=CC=NC=C2 (2-hydroxymethyl-5-(4-pyridyloxy)benzimidazole), S(=O)(Cl)Cl (thionyl chloride). Product: Cl.Cl.ClCC=1NC2=C(N1)C=CC(=C2)OC2=CC=NC=C2 (2-Chloromethyl-5-(4-pyridyloxy)benzimidazole dihydrochloride). As a reaction SMILES: O[CH2:2][C:3]1[NH:4][C:5]2[CH:11]=[C:10]([O:12][C:13]3[CH:18]=[CH:17][N:16]=[CH:15][CH:14]=3)[CH:9]=[CH:8][C:6]=2[N:7]=1.S(Cl)([Cl:21])=O>>[ClH:21].[ClH:21].[Cl:21][CH2:2][C:3]1[NH:4][C:5]2[CH:11]=[C:10]([O:12][C:13]3[CH:18]=[CH:17][N:16]=[CH:15][CH:14]=3)[CH:9]=[CH:8][C:6]=2[N:7]=1 |f:2.3.4|. Reported procedure: A 250-ml round-bottomed flask equipped with a stirrer and a condenser is charged with 3.18 g (13.2 mmol) of 2-hydroxymethyl-5-(4-pyridyloxy)benzimidazole obtained in Example 1 and 40 ml of thionyl chloride. The mixture is brought to reflux for 2 hours and then cooled. The precipitate is filtered off, washed with ether and dried, and yields the expected product. Reactants: solid, Cl.O1COC2=C1C=CC=C2C2CCN(CC2)CC[C@@H]2CC[C@H](CC2)N (Trans-4-[2-(4-Benzo[1,3]dioxol-4-yl-piperidin-1-yl)-ethyl]-cyclohexylamine hydrochloride), Cl.O1COC2=C1C=CC=C2C2CCN(CC2)CC[C@@H]2CC[C@H](CC2)N (Trans-4-[2-(4-Benzo[1,3]dioxol-4-yl-piperidin-1-yl)-ethyl]-cyclohexylamine hydrochloride), O1C(COCC1)CC(=O)O (rac-(1,4-dioxan-2-yl)-acetic acid). Product: O1COC2=C1C=CC=C2C2CCN(CC2)CC[C@@H]2CC[C@H](CC2)NC(CC2OCCOC2)=O (Trans-N-{4-[2-(4-Benzo[1,3]dioxol-4-yl-piperidin-1-yl)-ethyl]-cyclohexyl}-2-[1,4]dioxan-2-yl-acetamide). Reaction SMILES: Cl.[O:2]1[C:6]2[CH:7]=[CH:8][CH:9]=[C:10]([CH:11]3[CH2:16][CH2:15][N:14]([CH2:17][CH2:18][C@H:19]4[CH2:24][CH2:23][C@H:22]([NH2:25])[CH2:21][CH2:20]4)[CH2:13][CH2:12]3)[C:5]=2[O:4][CH2:3]1.[O:26]1[CH2:31][CH2:30][O:29][CH2:28][CH:27]1[CH2:32][C:33](O)=[O:34]>>[O:2]1[C:6]2[CH:7]=[CH:8][CH:9]=[C:10]([CH:11]3[CH2:16][CH2:15][N:14]([CH2:17][CH2:18][C@H:19]4[CH2:20][CH2:21][C@H:22]([NH:25][C:33](=[O:34])[CH2:32][CH:27]5[CH2:28][O:29][CH2:30][CH2:31][O:26]5)[CH2:23][CH2:24]4)[CH2:13][CH2:12]3)[C:5]=2[O:4][CH2:3]1 |f:0.1|. Procedure details: The title compound, white solid (28.4 mg, 45.4%), MS (ISP) m/z=459.5 [(M+H)+], was prepared in accordance with the general method of example 1 Trans-4-[2-(4-Benzo[1,3]dioxol-4-yl-piperidin-1-yl)-ethyl]-cyclohexylamine hydrochloride (intermediate A) (50 mg, 0.136 mmol) and rac-(1,4-dioxan-2-yl)-acetic acid obtained from saponification of the racemic [1,4]Dioxan-2-yl-acetic acid ethyl ester prepared as reported in Tetrahedron Vol. 45, 1989, pp. 69-76. Starting materials: IC1=C(C(=O)OC)C=CC=C1 (methyl 2-iodobenzoate), C(C)(=O)NC=1C=C(C=CC1)O (3-acetamidophenol). Reagents/catalysts: [Cu-]=O (copper(I) oxide). Run in CC(=O)N(C)C (dimethylacetamide). Reaction conditions: temperature 180 celsius. Yields the product C(C)(=O)NC=1C=C(OC2=C(C(=O)OC)C=CC=C2)C=CC1 (Methyl 2-(3-Acetamidophenoxy)benzoate). Yield: 55.0%. RXN SMILES: I[C:2]1[CH:11]=[CH:10][CH:9]=[CH:8][C:3]=1[C:4]([O:6][CH3:7])=[O:5].[C:12]([NH:15][C:16]1[CH:17]=[C:18]([OH:22])[CH:19]=[CH:20][CH:21]=1)(=[O:14])[CH3:13]>CC(N(C)C)=O.[Cu-]=O>[C:12]([NH:15][C:16]1[CH:17]=[C:18]([CH:19]=[CH:20][CH:21]=1)[O:22][C:2]1[CH:11]=[CH:10][CH:9]=[CH:8][C:3]=1[C:4]([O:6][CH3:7])=[O:5])(=[O:14])[CH3:13]. Procedure details: To a stirred solution of methyl 2-iodobenzoate (10 g, 38.2 mmole) in dimethylacetamide (50 mL) was added 3-acetamidophenol (5 g, 33 mmole) and copper(I) oxide (2.5 g, 17 mmole), and the mixture was heated at reflux under argon (180° C. oil bath). After 24 h the reaction was cooled to RT and most of the solvent was distilled off. The remaining residue was purified by flash chromatography on silica gel (50% EtOAc/hexane) to give the crude title compound (4.95, 55%): MS (ES) m/e 286.2 (M+H)+. The t...